Dataset: the Open Reaction Database (ORD), a public repository of structured organic reaction records. Task: describe an organic reaction: reactants, conditions, products, and yield Reactants: [BH4-], CO, Cc1oc(-c2ccccc2)nc1COc1cccc(C=O)c1, [Na+], O. The product is Cc1oc(-c2ccccc2)nc1COc1cccc(CO)c1. As a reaction SMILES: [BH4-:1].[CH3:26][OH:27].[CH3:3][c:4]1[c:5]([CH2:15][O:16][c:17]2[cH:18][c:19]([CH:20]=[O:21])[cH:22][cH:23][cH:24]2)[n:6][c:7](-[c:9]2[cH:10][cH:11][cH:12][cH:13][cH:14]2)[o:8]1.[Na+:2].[OH2:25]>>[CH3:3][c:4]1[c:5]([CH2:15][O:16][c:17]2[cH:18][c:19]([CH2:20][OH:21])[cH:22][cH:23][cH:24]2)[n:6][c:7](-[c:9]2[cH:10][cH:11][cH:12][cH:13][cH:14]2)[o:8]1. The reactants are C(C1=CC=CC=C1)N1C[C@@H]2[C@H](C1)\C(\CC2)=N\[S@@](=O)C(C)(C)C ((S,E)-N-((3aR,6aS)-2-benzylhexahydrocyclopenta[c]pyrrol-4(5H)-ylidene)-2-methylpropane-2-sulfinamide), C(C1=CC=CC=C1)N1C[C@H]2[C@@H](C1)\C(\CC2)=N\[S@@](=O)C(C)(C)C ((S,E)-N-((3aS,6aR)-2-benzylhexahydrocyclopenta[c]pyrrol-4(5H)-ylidene)-2-methylpropane-2-sulfinamide). Yields the product C(C1=CC=CC=C1)N1C[C@@H]2[C@H](C1)[C@H](CC2)N ((3aR,4S,6aS)-2-benzyloctahydrocyclopenta[c]pyrrol-4-amine). Reaction SMILES: [CH2:1]([N:8]1[CH2:12][C@@H:11]2/[C:13](=[N:16]/[S@](C(C)(C)C)=O)/[CH2:14][CH2:15][C@@H:10]2[CH2:9]1)[C:2]1[CH:7]=[CH:6][CH:5]=[CH:4][CH:3]=1.C(N1C[C@H]2/C(=N/[S@](C(C)(C)C)=O)/CC[C@H]2C1)C1C=CC=CC=1>>[CH2:1]([N:8]1[CH2:12][C@@H:11]2[C@@H:13]([NH2:16])[CH2:14][CH2:15][C@@H:10]2[CH2:9]1)[C:2]1[CH:3]=[CH:4][CH:5]=[CH:6][CH:7]=1. Procedure details: (3aR,4S,6aS)-2-Benzyloctahydrocyclopenta[c]pyrrol-4-amine was prepared according to the procedure described in Example 16 Steps A-E substituting (S,E)-N-((3aR,6aS)-2-benzylhexahydrocyclopenta[c]pyrrol-4(5H)-ylidene)-2-methylpropane-2-sulfinamide from Step A in Example 14 for (S,E)-N-((3aS,6aR)-2-benzylhexahydrocyclopenta[c]pyrrol-4(5H)-ylidene)-2-methylpropane-2-sulfinamide in Step A of Example 16 to give (3aR,4S,6aS)-2-benzyloctahydrocyclopenta[c]pyrrol-4-amine: 1H NMR (300 MHz, CDCl3) δ ppm 7.... The reactants are ClC=1C(=NC=CN1)N1CCNCC1 (3′-chloro-3,4,5,6-tetrahydro-2H-[1,2′]bipyrazinyl), CC1=C(C=NN1C1=CC=CC=C1)C=O (5-methyl-1-phenyl-1H-pyrazole-4-carbaldehyde), C(C)(=O)O[BH-](OC(C)=O)OC(C)=O.[Na+] (sodium triacetoxyborohydride). Solvent: O1CCCC1 (tetrahydrofuran). The product is ClC=1C(=NC=CN1)N1CCN(CC1)CC=1C(=NN(C1)C1=CC=CC=C1)C (3′-Chloro-4-(3-methyl-1-phenyl-1H-pyrazol-4-ylmethyl)-3,4,5,6-tetrahydro-2H-[1,2′]bipyrazinyl). Yield: 96.5%. RXN SMILES: [Cl:1][C:2]1[C:3]([N:8]2[CH2:13][CH2:12][NH:11][CH2:10][CH2:9]2)=[N:4][CH:5]=[CH:6][N:7]=1.C[C:15]1[N:19]([C:20]2[CH:25]=[CH:24][CH:23]=[CH:22][CH:21]=2)[N:18]=[CH:17][C:16]=1[CH:26]=O.[C:28](O[BH-](OC(=O)C)OC(=O)C)(=O)C.[Na+]>O1CCCC1>[Cl:1][C:2]1[C:3]([N:8]2[CH2:9][CH2:10][N:11]([CH2:26][C:16]3[C:17]([CH3:28])=[N:18][N:19]([C:20]4[CH:21]=[CH:22][CH:23]=[CH:24][CH:25]=4)[CH:15]=3)[CH2:12][CH2:13]2)=[N:4][CH:5]=[CH:6][N:7]=1 |f:2.3|. Procedure details: Stir together 3′-chloro-3,4,5,6-tetrahydro-2H-[1,2′]bipyrazinyl (2.00 g, 10.07 mmol) and 5-methyl-1-phenyl-1H-pyrazole-4-carbaldehyde (2.25 g, 12.08 mmol) in dry tetrahydrofuran (10 mL) at room temperature for 10 min., under nitrogen. Add sodium triacetoxyborohydride (3.20 g, 15.10 mmol) and stir reaction for 1 hr. Quench reaction mixture with saturated aq. sodium bicarbonate (30 mL), then extract with DCM (3×20 mL) and pass through an IST Phase Separator Frit®. Concentrate and purify (silica ge... Starting materials: ice water, BrBr (bromine), C(C1=CC=CC=C1)N1C(=CC=2C1=C(N=NC2)OCC2=CC=C(C=C2)F)C (1-benzyl-7-(4-fluorobenzyloxy)-2-methylpyrrolo[2,3-d]pyridazine). The solvent is ClCCl (dichloromethane), ClCCl (dichloromethane). Conditions: time 1 hour. The product is C(C1=CC=CC=C1)N1C(=C(C=2C1=C(N=NC2)OCC2=CC=C(C=C2)F)Br)C (1-Benzyl-3-bromo-7-(4-fluorobenzyloxy)-2-methylpyrrolo[2,3-d]pyridazine). The yield is 79.4%. As a reaction SMILES: [Br:1]Br.[CH2:3]([N:10]1[C:14]2=[C:15]([O:19][CH2:20][C:21]3[CH:26]=[CH:25][C:24]([F:27])=[CH:23][CH:22]=3)[N:16]=[N:17][CH:18]=[C:13]2[CH:12]=[C:11]1[CH3:28])[C:4]1[CH:9]=[CH:8][CH:7]=[CH:6][CH:5]=1>ClCCl>[CH2:3]([N:10]1[C:14]2=[C:15]([O:19][CH2:20][C:21]3[CH:22]=[CH:23][C:24]([F:27])=[CH:25][CH:26]=3)[N:16]=[N:17][CH:18]=[C:13]2[C:12]([Br:1])=[C:11]1[CH3:28])[C:4]1[CH:9]=[CH:8][CH:7]=[CH:6][CH:5]=1. Reported procedure: A solution of 180 μl (3.5 mmol) of bromine in 7 ml of anhydrous dichloromethane is added dropwise at 0° C. to a solution of 910 mg (2.6 mmol) of 1-benzyl-7-(4-fluorobenzyloxy)-2-methylpyrrolo[2,3-d]pyridazine in 15 ml of anhydrous dichloromethane in the course of 30 min. The solution is kept at 0° C. for a further 1 h, then treated with 50 ml of ice-water and extracted. The organic phase is separated off, washed with 3×25 ml of water, dried over magnesium sulfate and concentrated. The residue is... Reactants: C([O-])([O-])=O.[K+].[K+] (potassium carbonate), CC=1OC2=C(C1C)C=C(C=C2)C2CCNCC2 (4-(2,3-dimethyl-5-benzofuranyl)-piperidine), C(C#C)Br (2-propynyl bromide). Solvent: CC(=O)C (acetone), CC(=O)C (acetone). The product is C(C#C)N1CCC(CC1)C=1C=CC2=C(C(=C(O2)C)C)C1 (1-(2-propynyl)-4-(2,3-dimethyl-5-benzofuranyl)-piperidine). RXN SMILES: C(=O)([O-])[O-].[K+].[K+].[CH3:7][C:8]1[O:9][C:10]2[CH:17]=[CH:16][C:15]([CH:18]3[CH2:23][CH2:22][NH:21][CH2:20][CH2:19]3)=[CH:14][C:11]=2[C:12]=1[CH3:13].[CH2:24](Br)[C:25]#[CH:26]>CC(C)=O>[CH2:26]([N:21]1[CH2:22][CH2:23][CH:18]([C:15]2[CH:16]=[CH:17][C:10]3[O:9][C:8]([CH3:7])=[C:12]([CH3:13])[C:11]=3[CH:14]=2)[CH2:19][CH2:20]1)[C:25]#[CH:24] |f:0.1.2|. Procedure details: 4.15 g (0.030 mol) of anhydrous potassium carbonate are added to a solution of 2.29 g (0.010 mol) of 4-(2,3-dimethyl-5-benzofuranyl)-piperidine (c.f. Example 1) in 25 ml of acetone, and a solution of 1.3 g (0.011 mol) of 2-propynyl bromide in 11 ml of acetone is added dropwise in the course of 10 minutes, with stirring. The reaction mixture is heated to 40° for 4 hours and then cooled to room temperature and the inorganic salts are filtered off. The filtrate is evaporated in a rotary evaporator.... Reported procedure: The titled compound was prepared following a general procedure I for amidation between 2-{(R)-2-(tert-butyl-dimethyl-silanyloxy)-1-[(3R,4S)-4-(3,4-difluoro-phenyl)-pyrrolidin-3-yl]-ethoxy}-5-chloro-pyridine and 6-Methyl-pyridazine-4-carboxylic acid . ES-MS m/e: 589.1 (M+H+). The reactants are C(C)(C)(C)[Si](OC[C@H](OC1=NC=C(C=C1)Cl)[C@H]1CNC[C@@H]1C1=CC(=C(C=C1)F)F)(C)C (2-{(R)-2-(tert-butyl-dimethyl-silanyloxy)-1-[(3R,4S)-4-(3,4-difluoro-phenyl)-pyrrolidin-3-yl]-ethoxy}-5-chloro-pyridine), CC1=CC(=CN=N1)C(=O)O (6-Methyl-pyridazine-4-carboxylic acid). Product: C(C)(C)(C)[Si](OC[C@H](OC1=NC=C(C=C1)Cl)[C@H]1CN(C[C@@H]1C1=CC(=C(C=C1)F)F)C(=O)C1=CN=NC(=C1)C)(C)C ([(3R,4S)-3-[(R)-2-(tert-Butyl-dimethyl-silanyloxy)-1-(5-chloro-pyridin-2-yloxy)-ethyl]-4-(3,4-difluoro-phenyl)-pyrrolidin-1-yl]-(6-methyl-pyridazin-4-yl)-methanone). RXN SMILES: [C:1]([Si:5]([CH3:31])([CH3:30])[O:6][CH2:7][C@@H:8]([C@@H:17]1[C@@H:21]([C:22]2[CH:27]=[CH:26][C:25]([F:28])=[C:24]([F:29])[CH:23]=2)[CH2:20][NH:19][CH2:18]1)[O:9][C:10]1[CH:15]=[CH:14][C:13]([Cl:16])=[CH:12][N:11]=1)([CH3:4])([CH3:3])[CH3:2].[CH3:32][C:33]1[N:38]=[N:37][CH:36]=[C:35]([C:39](O)=[O:40])[CH:34]=1>>[C:1]([Si:5]([CH3:31])([CH3:30])[O:6][CH2:7][C@@H:8]([C@@H:17]1[C@@H:21]([C:22]2[CH:27]=[CH:26][C:25]([F:28])=[C:24]([F:29])[CH:23]=2)[CH2:20][N:19]([C:39]([C:35]2[CH:34]=[C:33]([CH3:32])[N:38]=[N:37][CH:36]=2)=[O:40])[CH2:18]1)[O:9][C:10]1[CH:15]=[CH:14][C:13]([Cl:16])=[CH:12][N:11]=1)([CH3:4])([CH3:3])[CH3:2]. Reactants: CO, O=C1c2ccccc2C(=O)N1CCOc1ccc(F)cc1, NN. Product: NCCOc1ccc(F)cc1. RXN SMILES: [CH3:24][OH:25].[F:3][c:4]1[cH:5][cH:6][c:7]([O:8][CH2:9][CH2:10][N:11]2[C:12](=[O:13])[c:14]3[c:15]([cH:16][cH:17][cH:18][cH:19]3)[C:20]2=[O:21])[cH:22][cH:23]1.[NH2:1][NH2:2]>>[F:3][c:4]1[cH:5][cH:6][c:7]([O:8][CH2:9][CH2:10][NH2:11])[cH:22][cH:23]1. Starting materials: Cl (hydrochloric acid), FCCCOC1=CC=C(C=C1)C=1N=C2N(C=C(C=C2)OCOC)C1 (2-[4′-(3″-fluoropropoxy)phenyl]-6-methoxymethoxyimidazo[1,2-a]pyridine), O (water). The solvent is C(C)(C)O (isopropyl alcohol). Yields the product FCCCOC1=CC=C(C=C1)C=1N=C2N(C=C(C=C2)O)C1 (2-[4′-(3″-fluoropropoxy)phenyl]-6-hydroxyimidazo[1,2-a]pyridine). Yield: 47.1%. Reaction SMILES: [F:1][CH2:2][CH2:3][CH2:4][O:5][C:6]1[CH:11]=[CH:10][C:9]([C:12]2[N:13]=[C:14]3[CH:19]=[CH:18][C:17]([O:20]COC)=[CH:16][N:15]3[CH:24]=2)=[CH:8][CH:7]=1.Cl.O>C(O)(C)C>[F:1][CH2:2][CH2:3][CH2:4][O:5][C:6]1[CH:11]=[CH:10][C:9]([C:12]2[N:13]=[C:14]3[CH:19]=[CH:18][C:17]([OH:20])=[CH:16][N:15]3[CH:24]=2)=[CH:8][CH:7]=1. Reported procedure: 1.18 g (corresponding to 3.57 mmol) of 2-[4′-(3″-fluoropropoxy)phenyl]-6-methoxymethoxyimidazo[1,2-a]pyridine was dissolved in 29 mL of isopropyl alcohol, and 0.59 mL of conc. hydrochloric acid was added thereto. Then, the mixture was refluxed for 23 hours. After the reaction solution was cooled, the solution was poured into water, and extracted twice by a salting-out extraction procedure using chloroform with addition of sodium chloride. The combined chloroform layer was dried over anhydrous ma... Starting materials: [C-]#N, Cc1ccc(S(=O)(=O)OCCc2nc(-c3ccccc3)oc2C)cc1, CS(C)=O, [K+], O. The product is Cc1oc(-c2ccccc2)nc1CCC#N. RXN SMILES: [C-:26]#[N:27].[CH3:1][c:2]1[c:3]([CH2:13][CH2:14][O:15][S:16]([c:17]2[cH:18][cH:19][c:20]([CH3:21])[cH:22][cH:23]2)(=[O:24])=[O:25])[n:4][c:5](-[c:7]2[cH:8][cH:9][cH:10][cH:11][cH:12]2)[o:6]1.[CH3:29][S:30]([CH3:31])=[O:32].[K+:28].[OH2:33]>>[CH3:1][c:2]1[c:3]([CH2:13][CH2:14][C:26]#[N:27])[n:4][c:5](-[c:7]2[cH:8][cH:9][cH:10][cH:11][cH:12]2)[o:6]1. Starting materials: C(=O)(O)C1=CC2=C(S1)C=CC=C2I (2-carboxy-4-iodobenzo[b]thiophene). The reagents and catalysts are [Cu] (copper). Solvent: N1=CC=CC2=CC=CC=C12 (quinoline), C(C)(=O)OCC (ethyl acetate), CCOCC (ether). Run at temperature 200 celsius. Yields the product IC1=CC=CC=2SC=CC21 (4-iodobenzo[b]thiophene). The yield is 90.6%. RXN SMILES: C([C:4]1[S:8][C:7]2[CH:9]=[CH:10][CH:11]=[C:12]([I:13])[C:6]=2[CH:5]=1)(O)=O>N1C2C(=CC=CC=2)C=CC=1.C(OCC)(=O)C.CCOCC.[Cu]>[I:13][C:12]1[C:6]2[CH:5]=[CH:4][S:8][C:7]=2[CH:9]=[CH:10][CH:11]=1. Procedure details: A mixture of 2-carboxy-4-iodobenzo[b]thiophene (2 g) and copper powder (0.05 g) in quinoline (10 ml) was heated at 200° C. for 2 hours. The reaction mixture was cooled to room temperature and diluted with ethyl acetate (50 ml) and ether (50 ml). The mixture was washed with 5% hydrochloric acid solution (3 times) and brine, dried over magnesium sulfate and evaporated in vacuo. The residue was purified by column chromatography on silica gel eluting with toluene to afford 4-iodobenzo[b]thiophene (1...